Dataset: the Open Reaction Database (ORD), a public repository of structured organic reaction records. Task: describe an organic reaction: reactants, conditions, products, and yield Isolated yield 85.0%. Procedure: Ethyl N-(3-methoxy-6-methylquinoxalin-2-yl)carbamate and 1-(2-chlorophenyl)piperazine were reacted by the same way with the example 127 to obtain the titled compound (yield, 85%). 1H NMR (300 MHz, CDCl3): δ 2.49 (s, 3H), 3.08-3.17 (m, 4H), 3.73-3.86 (m, 4H), 4.13 (s, 3H), 7.00-7.65 (m, 7H), 7.74 (d, J=8.0 Hz, 1H). RXN SMILES: [CH3:1][O:2][C:3]1[C:4]([NH:14][C:15](=[O:19])OCC)=[N:5][C:6]2[C:11]([N:12]=1)=[CH:10][C:9]([CH3:13])=[CH:8][CH:7]=2.[Cl:20][C:21]1[CH:26]=[CH:25][CH:24]=[CH:23][C:22]=1[N:27]1[CH2:32][CH2:31][NH:30][CH2:29][CH2:28]1>>[CH3:1][O:2][C:3]1[C:4]([NH:14][C:15]([N:30]2[CH2:29][CH2:28][N:27]([C:22]3[CH:23]=[CH:24][CH:25]=[CH:26][C:21]=3[Cl:20])[CH2:32][CH2:31]2)=[O:19])=[N:5][C:6]2[C:11]([N:12]=1)=[CH:10][C:9]([CH3:13])=[CH:8][CH:7]=2. The reactants are COC=1C(=NC2=CC=C(C=C2N1)C)NC(OCC)=O (Ethyl N-(3-methoxy-6-methylquinoxalin-2-yl)carbamate), ClC1=C(C=CC=C1)N1CCNCC1 (1-(2-chlorophenyl)piperazine). Yields the product COC=1C(=NC2=CC=C(C=C2N1)C)NC(=O)N1CCN(CC1)C1=C(C=CC=C1)Cl (1-[(3-Methoxy-6-methylquinoxalin-2-yl)aminocarbonyl]-4-(2-chlorophenyl)piperazine). The reactants are O=C1N(C2=C(OC1)N=C(C(=C2)C2=CC=CC=C2)C2=CC=C(C=C2)C2(CCC2)NC(OC(C)(C)C)=O)C=2C=NC=CC2 (tert-Butyl 1-(4-(2-oxo-7-phenyl-1-(pyridin-3-yl)-2,3-dihydro-1H-pyrido[2,3-b][1,4]oxazin-6-yl)phenyl)cyclobutylcarbamate). Run in C(=O)(C(F)(F)F)O (TFA). Run at time 30 second. Product: NC1(CCC1)C1=CC=C(C=C1)C=1C(=CC2=C(OCC(N2C=2C=NC=CC2)=O)N1)C1=CC=CC=C1 (6-(4-(1-aminocyclobutyl)phenyl)-7-phenyl-1-(pyridin-3-yl)-1H-pyrido[2,3-b][1,4]oxazin-2(3H)-one). Isolated yield 60.8%. As a reaction SMILES: [O:1]=[C:2]1[CH2:7][O:6][C:5]2[N:8]=[C:9]([C:18]3[CH:23]=[CH:22][C:21]([C:24]4([NH:28]C(=O)OC(C)(C)C)[CH2:27][CH2:26][CH2:25]4)=[CH:20][CH:19]=3)[C:10]([C:12]3[CH:17]=[CH:16][CH:15]=[CH:14][CH:13]=3)=[CH:11][C:4]=2[N:3]1[C:36]1[CH:37]=[N:38][CH:39]=[CH:40][CH:41]=1>C(O)(C(F)(F)F)=O>[NH2:28][C:24]1([C:21]2[CH:20]=[CH:19][C:18]([C:9]3[C:10]([C:12]4[CH:17]=[CH:16][CH:15]=[CH:14][CH:13]=4)=[CH:11][C:4]4[N:3]([C:36]5[CH:37]=[N:38][CH:39]=[CH:40][CH:41]=5)[C:2](=[O:1])[CH2:7][O:6][C:5]=4[N:8]=3)=[CH:23][CH:22]=2)[CH2:27][CH2:26][CH2:25]1. Procedure details: tert-Butyl 1-(4-(2-oxo-7-phenyl-1-(pyridin-3-yl)-2,3-dihydro-1H-pyrido[2,3-b][1,4]oxazin-6-yl)phenyl)cyclobutylcarbamate (30 mg, 0.055 mmol) was dissolved in TFA (2 mL) and stirred for 30 seconds. The solution was immediately concentrated to dryness under reduced pressure. The residue was dissolved in diethyl ether (˜2 mL) and concentrated to dryness under reduced pressure three times. The residue was then slurried in diethyl ether (2 mL) and after settling the supernatant solvent removed by pip... Starting materials: [N+](=O)([O-])C1=C2C=COC(C2=CC=C1)=O (5-Nitro-isochromen-1-one), CN (methylamine), CO (methanol). Product: CN1C(C2=CC=CC(=C2C=C1)[N+](=O)[O-])=O (2-Methyl-5-nitro-2H-isoquinolin-1-one). Reaction SMILES: [N+:1]([C:4]1[CH:13]=[CH:12][CH:11]=[C:10]2[C:5]=1[CH:6]=[CH:7][O:8][C:9]2=O)([O-:3])=[O:2].[CH3:15][NH2:16].CO>>[CH3:15][N:16]1[CH:7]=[CH:6][C:5]2[C:10](=[CH:11][CH:12]=[CH:13][C:4]=2[N+:1]([O-:3])=[O:2])[C:9]1=[O:8]. Procedure details: 5-Nitro-isochromen-1-one (1.2 g, 0.0063 mol) and 40% aqueous methylamine (10 mL, 0.09 mol) were refluxed in methanol (40 mL, 1 mol) for 1 hour. The solvents were removed and the residue was diluted with CH2Cl2/MeOH (95:5 v/v, 100 mL), washed with brine (20 mL×2). The CH2Cl2 layer was dried over Na2SO4, purified via flash chromatography (40 g of silica gel, 0-50% EtOAc/Hexanes) to give a yellow solid. MS m/z (M+H) 204.8. Reactants: 1D, BrC1=C2C(C(N(C2=CC=C1)CCCCC)=O)(C1=CC2=C(OCO2)C=C1O)O (4-bromo-3-hydroxy-3-(6-hydroxy-1,3-benzodioxol-5-yl)-1-pentyl-1,3-dihydro-2H-indol-2-one), BrC1=C2C(C(NC2=CC=C1)=O)(C1=CC2=C(OCO2)C=C1O)O (4-bromo-3-hydroxy-3-(6-hydroxy-1,3-benzodioxol-5-yl)-1,3-dihydro-2H-indol-2-one). Yields the product BrC1=C2C(C(NC2=CC=C1)=O)C1=CC2=C(OCO2)C=C1O (4-bromo-3-(6-hydroxy-1,3-benzodioxol-5-yl)-1,3-dihydro-2H-indol-2-one). As a reaction SMILES: [Br:1][C:2]1[CH:10]=[CH:9][CH:8]=[C:7]2[C:3]=1[C:4](O)([C:17]1[C:25]([OH:26])=[CH:24][C:20]3[O:21][CH2:22][O:23][C:19]=3[CH:18]=1)[C:5](=[O:16])[N:6]2CCCCC.BrC1C=CC=C2C=1C(O)(C1C(O)=CC3OCOC=3C=1)C(=O)N2>>[Br:1][C:2]1[CH:10]=[CH:9][CH:8]=[C:7]2[C:3]=1[CH:4]([C:17]1[C:25]([OH:26])=[CH:24][C:20]3[O:21][CH2:22][O:23][C:19]=3[CH:18]=1)[C:5](=[O:16])[NH:6]2. Reported procedure: Following the procedure as described in PREPARATION 1D, and making non-critical variations to replace 4-bromo-3-hydroxy-3-(6-hydroxy-1,3-benzodioxol-5-yl)-1-pentyl-1,3-dihydro-2H-indol-2-one with 4-bromo-3-hydroxy-3-(6-hydroxy-1,3-benzodioxol-5-yl)-1,3-dihydro-2H-indol-2-one, the title compound was obtained (95%) as a cream solid: MS (ES+) m/z 348.5 (M+1), 346.3 (M+1). Starting materials: O=C(Cl)Oc1ccccc1, COc1ccc(C2COCCOC2)c2sc(N)nc12, C1CC2(CCN1)OCCO2. The product is COc1ccc(C2COCCOC2)c2sc(NC(=O)N3CCC4(CC3)OCCO4)nc12. Reaction SMILES: [Cl:20][C:21](=[O:22])[O:23][c:24]1[cH:25][cH:26][cH:27][cH:28][cH:29]1.[O:1]1[CH2:2][CH2:3][O:4][CH2:5][CH:6]([c:8]2[cH:9][cH:10][c:11]([O:18][CH3:19])[c:12]3[n:13][c:14]([NH2:17])[s:15][c:16]23)[CH2:7]1.[O:30]1[CH2:31][CH2:32][O:33][C:34]12[CH2:35][CH2:36][NH:37][CH2:38][CH2:39]2>>[O:1]1[CH2:2][CH2:3][O:4][CH2:5][CH:6]([c:8]2[cH:9][cH:10][c:11]([O:18][CH3:19])[c:12]3[n:13][c:14]([NH:17][C:21](=[O:22])[N:37]4[CH2:36][CH2:35][C:34]5([O:30][CH2:31][CH2:32][O:33]5)[CH2:39][CH2:38]4)[s:15][c:16]23)[CH2:7]1. The reactants are C(C)(=O)OCC(COC(C)=O)N1C(C2=CC=CC(=C2C=C1)[N+](=O)[O-])=O (2-(5-Nitro-1-oxoisoquinolin-2(1H)-yl)propane-1,3-diyl diacetate), C(C)O (ethanol). RXN SMILES: [C:1]([O:4][CH2:5][CH:6]([N:12]1[CH:21]=[CH:20][C:19]2[C:14](=[CH:15][CH:16]=[CH:17][C:18]=2[N+:22]([O-])=O)[C:13]1=[O:25])[CH2:7][O:8][C:9](=[O:11])[CH3:10])(=[O:3])[CH3:2].C(O)C>[Pd]>[C:9]([O:8][CH2:7][CH:6]([N:12]1[CH:21]=[CH:20][C:19]2[C:14](=[CH:15][CH:16]=[CH:17][C:18]=2[NH2:22])[C:13]1=[O:25])[CH2:5][O:4][C:1](=[O:3])[CH3:2])(=[O:11])[CH3:10]. Reported procedure: 2-(5-Nitro-1-oxoisoquinolin-2(1H)-yl)propane-1,3-diyl diacetate (6.3 g, 0.018 mol) was stirred with palladium 10% wt. on calcium carbonate (0.6 g, 0.003 mol) in ethanol (100 mL, 2 mol) under hydrogen (balloon) over 1 h at room temperature. The catalyst was filtered, the filtrate was concentrated to dryness to give a yellow oil. MS m/z (M+H) 319.2 Yields the product C(C)(=O)OCC(COC(C)=O)N1C(C2=CC=CC(=C2C=C1)N)=O (2-(5-amino-1-oxoisoquinolin-2(1H)-yl)propane-1,3-diyl diacetate). The reagents and catalysts are [Pd] (palladium). The reactants are N1(CCSCC1)C=1C=CC2=C(CCO[C@H]2CCO)C1 (2-[(1S)-6-(4-thiomorpholinyl)-3,4-dihydro-1H-2-benzopyran-1-yl]ethanol), CS(=O)(=O)Cl (methanesulfonyl chloride), CS(=O)(=O)OCC[C@@H]1OCCC2=C1C=CC(=C2)C(=O)N (2-[(1S)-6-(aminocarbonyl)-3,4-dihydro-1H-2-benzopyran-1-yl]ethyl methanesulfonate). Product: CS(=O)(=O)OCC[C@@H]1OCCC2=C1C=CC(=C2)N2CCSCC2 (2-[(1S)-6-(4-Thiomorpholinyl)-3,4-dihydro-1H-2-benzopyran-1-yl]ethyl methanesulfonate). Reaction SMILES: [N:1]1([C:7]2[CH:8]=[CH:9][C:10]3[C@H:15]([CH2:16][CH2:17][OH:18])[O:14][CH2:13][CH2:12][C:11]=3[CH:19]=2)[CH2:6][CH2:5][S:4][CH2:3][CH2:2]1.[CH3:20][S:21](Cl)(=[O:23])=[O:22].CS(OCC[C@H]1C2C=CC(C(N)=O)=CC=2CCO1)(=O)=O>>[CH3:20][S:21]([O:18][CH2:17][CH2:16][C@H:15]1[C:10]2[CH:9]=[CH:8][C:7]([N:1]3[CH2:2][CH2:3][S:4][CH2:5][CH2:6]3)=[CH:19][C:11]=2[CH2:12][CH2:13][O:14]1)(=[O:23])=[O:22]. Procedure: Prepared from 2-[(1S)-6-(4-thiomorpholinyl)-3,4-dihydro-1H-2-benzopyran-1-yl]ethanol and methanesulfonyl chloride, as described for the preparation of 2-[(1S)-6-(aminocarbonyl)-3,4-dihydro-1H-2-benzopyran-1-yl]ethyl methanesulfonate. The reactants are CN=C=O (Methyl isocyanate), NC1=CC=C(C=C1)N1CCN(CC1)C1=CC=NC=C1 (1-(4-aminophenyl)-4-(4-pyridyl)piperazine). Run in CN(C=O)C (N,N-dimethylformamide). Run at time 3 hour. Product: CNC(=O)NC1=CC=C(C=C1)N1CCN(CC1)C1=CC=NC=C1 (1-Methyl-3-{4-[4-(4-pyridyl)piperazin-1-yl]phenyl }urea). Yield: 52.9%. Reaction SMILES: [CH3:1][N:2]=[C:3]=[O:4].[NH2:5][C:6]1[CH:11]=[CH:10][C:9]([N:12]2[CH2:17][CH2:16][N:15]([C:18]3[CH:23]=[CH:22][N:21]=[CH:20][CH:19]=3)[CH2:14][CH2:13]2)=[CH:8][CH:7]=1>CN(C)C=O>[CH3:1][NH:2][C:3]([NH:5][C:6]1[CH:7]=[CH:8][C:9]([N:12]2[CH2:17][CH2:16][N:15]([C:18]3[CH:23]=[CH:22][N:21]=[CH:20][CH:19]=3)[CH2:14][CH2:13]2)=[CH:10][CH:11]=1)=[O:4]. Procedure: Methyl isocyanate (0.18 g) was added to a stirred solution of 1-(4-aminophenyl)-4-(4-pyridyl)piperazine (0.51 g) in dry N,N-dimethylformamide (5 ml). The resulting mixture was stirred for 3 hours, diluted with a few ml. of ethanol and filtered. The solid was crystallised from methanol to give the title compound (0.33 g), m.p. 258°-260° C. Found: C,65.46; H,6.83; N,22.25. C17H21N5O requires: C,65.57; H,6.80; N,22.49%. Starting materials: O=[Ag-], CI, CC#N, COc1ccc(F)cc1C(C)(C)CC(O)(Cn1cc(CO)c(=O)c2ccccc21)C(F)(F)F. The product is COCc1cn(CC(O)(CC(C)(C)c2cc(F)ccc2OC)C(F)(F)F)c2ccccc2c1=O. As a reaction SMILES: [Ag-:39]=[O:40].[CH3:34][I:35].[CH3:36][C:37]#[N:38].[F:1][c:2]1[cH:3][cH:4][c:5]([O:32][CH3:33])[c:6]([C:8]([CH2:9][C:10]([CH2:11][n:12]2[cH:13][c:14]([CH2:23][OH:24])[c:15](=[O:22])[c:16]3[cH:17][cH:18][cH:19][cH:20][c:21]23)([C:25]([F:26])([F:27])[F:28])[OH:29])([CH3:30])[CH3:31])[cH:7]1>>[F:1][c:2]1[cH:3][cH:4][c:5]([O:32][CH3:33])[c:6]([C:8]([CH2:9][C:10]([CH2:11][n:12]2[cH:13][c:14]([CH2:23][O:24][CH3:34])[c:15](=[O:22])[c:16]3[cH:17][cH:18][cH:19][cH:20][c:21]23)([C:25]([F:26])([F:27])[F:28])[OH:29])([CH3:30])[CH3:31])[cH:7]1. Starting materials: CI, CC(C)=O, [K+], [K+], O=C([O-])[O-], Cc1cc(O)cc(O)c1. Product: COc1cc(C)cc(O)c1. RXN SMILES: [CH3:16][I:17].[CH3:18][C:19](=[O:20])[CH3:21].[K+:10].[K+:11].[O-:12][C:13]([O-:14])=[O:15].[OH:1][c:2]1[cH:3][c:4]([CH3:9])[cH:5][c:6]([OH:8])[cH:7]1>>[OH:1][c:2]1[cH:3][c:4]([CH3:9])[cH:5][c:6]([O:8][CH3:13])[cH:7]1.